From a dataset of the Open Reaction Database (ORD), a public repository of structured organic reaction records. describe an organic reaction: reactants, conditions, products, and yield Starting materials: three, C1(=CC=CC=C1)[Mg]Br (Phenylmagnesium bromide), C1(=CC=CC=C1)[Mg]Br (phenylmagnesium bromide), bis(diphenylphosphino)ethanenickel, ClC1=NC=CC=C1NCC1=C(C=CC=C1)OC (2-chloro-3-(2-methoxybenzylamino)pyridine). Solvent: O1CCCC1 (tetrahydrofuran). Conditions: temperature 25 celsius, time 30 minute. Yields the product COC1=C(CNC=2C(=NC=CC2)C2=CC=CC=C2)C=CC=C1 (3-(2-Methoxybenzylamino)-2-phenylpyridine). Yield: 34.1%. Reaction SMILES: Cl[C:2]1[C:7]([NH:8][CH2:9][C:10]2[CH:15]=[CH:14][CH:13]=[CH:12][C:11]=2[O:16][CH3:17])=[CH:6][CH:5]=[CH:4][N:3]=1.[C:18]1([Mg]Br)[CH:23]=[CH:22][CH:21]=[CH:20][CH:19]=1>O1CCCC1>[CH3:17][O:16][C:11]1[CH:12]=[CH:13][CH:14]=[CH:15][C:10]=1[CH2:9][NH:8][C:7]1[C:2]([C:18]2[CH:23]=[CH:22][CH:21]=[CH:20][CH:19]=2)=[N:3][CH:4]=[CH:5][CH:6]=1. Procedure: To a 22 L three neck round bottom flask equipped with a mechanical stirrer, thermometer, addition funnel, and nitrogen inlet, were added 3.84 L of tetrahydrofuran, 91.6 grams (0.17 moles) of bis(diphenylphosphino)ethanenickel (II) chloride, and 96 grams (0.39 moles) of 2-chloro-3-(2-methoxybenzylamino)pyridine. The orange slurry was stirred at 25° C. for about 30 minutes. Phenylmagnesium bromide (3M in ether, 231.6 mL, 0.69 moles) was added over a 4 hour period and the resulting black slurry was... The reactants are O=C([O-])[O-], C1COCCN1, O=Cc1ccc(F)cc1, [K+], [K+], CN(C)C=O, O. Yields the product O=Cc1ccc(N2CCOCC2)cc1. Reaction SMILES: [C:16](=[O:17])([O-:18])[O-:19].[CH2:10]1[CH2:11][O:12][CH2:13][CH2:14][NH:15]1.[F:1][c:2]1[cH:3][cH:4][c:5]([CH:6]=[O:7])[cH:8][cH:9]1.[K+:20].[K+:21].[O:22]=[CH:23][N:24]([CH3:25])[CH3:26].[OH2:27]>>[c:2]1([N:15]2[CH2:10][CH2:11][O:12][CH2:13][CH2:14]2)[cH:3][cH:4][c:5]([CH:6]=[O:7])[cH:8][cH:9]1.